Dataset: the Open Reaction Database (ORD), a public repository of structured organic reaction records. Task: describe an organic reaction: reactants, conditions, products, and yield The reactants are [BH4-], CCOC(CCCC=O)OCC, CCO, [Na+]. Product: CCOC(CCCCO)OCC. As a reaction SMILES: [BH4-:13].[CH2:1]([CH3:2])[O:3][CH:4]([CH2:5][CH2:6][CH2:7][CH:8]=[O:9])[O:10][CH2:11][CH3:12].[CH3:15][CH2:16][OH:17].[Na+:14]>>[CH2:1]([CH3:2])[O:3][CH:4]([CH2:5][CH2:6][CH2:7][CH2:8][OH:9])[O:10][CH2:11][CH3:12]. The reactants are CC(C)(C)OC(=O)N1CCN(c2ncc(Br)n3nnnc23)CC1, O=C([O-])[O-], C1COCCO1, [Cs+], [Cs+], O, c1ccc(P(c2ccccc2)(c2ccccc2)[Pd](P(c2ccccc2)(c2ccccc2)c2ccccc2)(P(c2ccccc2)(c2ccccc2)c2ccccc2)P(c2ccccc2)(c2ccccc2)c2ccccc2)cc1, OB(O)c1cccs1. As a reaction SMILES: [Br:1][c:2]1[cH:3][n:4][c:5]([N:11]2[CH2:12][CH2:13][N:14]([C:17](=[O:18])[O:19][C:20]([CH3:21])([CH3:22])[CH3:23])[CH2:15][CH2:16]2)[c:6]2[n:7]1[n:8][n:9][n:10]2.[C:32](=[O:33])([O-:34])[O-:35].[CH2:38]1[O:39][CH2:40][CH2:41][O:42][CH2:43]1.[Cs+:36].[Cs+:37].[OH2:121].[cH:44]1[cH:45][cH:46][c:47]([P:48]([Pd:49]([P:50]([c:51]2[cH:52][cH:53][cH:54][cH:55][cH:56]2)([c:57]2[cH:58][cH:59][cH:60][cH:61][cH:62]2)[c:63]2[cH:64][cH:65][cH:66][cH:67][cH:68]2)([P:69]([c:70]2[cH:71][cH:72][cH:73][cH:74][cH:75]2)([c:76]2[cH:77][cH:78][cH:79][cH:80][cH:81]2)[c:82]2[cH:83][cH:84][cH:85][cH:86][cH:87]2)[P:88]([c:89]2[cH:90][cH:91][cH:92][cH:93][cH:94]2)([c:95]2[cH:96][cH:97][cH:98][cH:99][cH:100]2)[c:101]2[cH:102][cH:103][cH:104][cH:105][cH:106]2)([c:107]2[cH:108][cH:109][cH:110][cH:111][cH:112]2)[c:113]2[cH:114][cH:115][cH:116][cH:117][cH:118]2)[cH:119][cH:120]1.[s:24]1[c:25]([B:29]([OH:30])[OH:31])[cH:26][cH:27][cH:28]1>>[c:2]1(-[c:25]2[s:24][cH:28][cH:27][cH:26]2)[cH:3][n:4][c:5]([N:11]2[CH2:12][CH2:13][N:14]([C:17](=[O:18])[O:19][C:20]([CH3:21])([CH3:22])[CH3:23])[CH2:15][CH2:16]2)[c:6]2[n:7]1[n:8][n:9][n:10]2. Yields the product CC(C)(C)OC(=O)N1CCN(c2ncc(-c3cccs3)n3nnnc23)CC1. The reactants are C(C)OC1=C(C(=C(C=C1)[C@@H]1CC[C@H](CC1)CCC)F)F (1-Ethoxy-2,3-difluoro-4-(trans-4-propylcyclohexyl)benzene), Br (hydrobromic acid), C(C)(=O)O (acetic acid), O (Water). Solvent: C1(=CC=CC=C1)C (toluene). Run at temperature 30 celsius. The product is FC1=C(C=CC(=C1F)[C@@H]1CC[C@H](CC1)CCC)O (2,3-difluoro-4-(trans-4-propylcyclohexyl)phenol). Isolated yield 92.8%. RXN SMILES: C([O:3][C:4]1[CH:9]=[CH:8][C:7]([C@H:10]2[CH2:15][CH2:14][C@H:13]([CH2:16][CH2:17][CH3:18])[CH2:12][CH2:11]2)=[C:6]([F:19])[C:5]=1[F:20])C.Br.C(O)(=O)C.O>C1(C)C=CC=CC=1>[F:20][C:5]1[C:6]([F:19])=[C:7]([C@H:10]2[CH2:11][CH2:12][C@H:13]([CH2:16][CH2:17][CH3:18])[CH2:14][CH2:15]2)[CH:8]=[CH:9][C:4]=1[OH:3]. Reported procedure: 1-Ethoxy-2,3-difluoro-4-(trans-4-propylcyclohexyl)benzene (5) (50.0 g), 48% hydrobromic acid (44.8 g), and glacial acetic acid (250 ml) were put in a reaction vessel, and stirred under reflux for 64 hours. After completion of the reaction had been confirmed by means of gas chromatographic analysis, the reaction mixture was cooled to 30° C. Water (500 ml) and toluene (500 ml) were added to the solution obtained, and mixed. Then, the mixture was allowed to stand until it had separated into an orga...